From a dataset of the Open Reaction Database (ORD), a public repository of structured organic reaction records. describe an organic reaction: reactants, conditions, products, and yield The reactants are COC(=O)c1c(CC(=O)NCc2ccc(F)cc2)c(OC)c2cccnc2c1OC(c1ccccc1)c1ccccc1, CCOCC, [H-], [Na+], CN(C)C=O. The product is COc1c2c(c(OC(c3ccccc3)c3ccccc3)c3ncccc13)C(=O)N(Cc1ccc(F)cc1)C(=O)C2. As a reaction SMILES: [CH3:3][O:4][C:5](=[O:6])[c:7]1[c:8]([CH2:33][C:34]([NH:35][CH2:36][c:37]2[cH:38][cH:39][c:40]([F:43])[cH:41][cH:42]2)=[O:44])[c:9]([O:31][CH3:32])[c:10]2[cH:11][cH:12][cH:13][n:14][c:15]2[c:16]1[O:17][CH:18]([c:19]1[cH:20][cH:21][cH:22][cH:23][cH:24]1)[c:25]1[cH:26][cH:27][cH:28][cH:29][cH:30]1.[CH3:50][CH2:51][O:52][CH2:53][CH3:54].[H-:1].[Na+:2].[O:45]=[CH:46][N:47]([CH3:48])[CH3:49]>>[C:5]1(=[O:6])[c:7]2[c:8]([c:9]([O:31][CH3:32])[c:10]3[cH:11][cH:12][cH:13][n:14][c:15]3[c:16]2[O:17][CH:18]([c:19]2[cH:20][cH:21][cH:22][cH:23][cH:24]2)[c:25]2[cH:26][cH:27][cH:28][cH:29][cH:30]2)[CH2:33][C:34](=[O:44])[N:35]1[CH2:36][c:37]1[cH:38][cH:39][c:40]([F:43])[cH:41][cH:42]1. Reactants: COC1=C(C(=CC=C1)OC)C1N(C(C(C1C(=O)OCC)=O)=O)CC1=CC=C(C=C1)OC(F)(F)F (ethyl 2-(2,6-dimethoxyphenyl)-4,5-dioxo-1-(4-(trifluoromethoxy)-benzyl)pyrrolidine-3-carboxylate), [Na+].[Cl-] (NaCl). The solvent is CS(=O)C (DMSO), O (water), O (water). Product: COC1=C(C(=CC=C1)OC)C1CC(C(N1CC1=CC=C(C=C1)OC(F)(F)F)=O)=O (5-(2,6-dimethoxyphenyl)-1-(4-(trifluoromethoxy)benzyl)pyrrolidine-2,3-dione). As a reaction SMILES: [CH3:1][O:2][C:3]1[CH:8]=[CH:7][CH:6]=[C:5]([O:9][CH3:10])[C:4]=1[CH:11]1[CH:15](C(OCC)=O)[C:14](=[O:21])[C:13](=[O:22])[N:12]1[CH2:23][C:24]1[CH:29]=[CH:28][C:27]([O:30][C:31]([F:34])([F:33])[F:32])=[CH:26][CH:25]=1.[Na+].[Cl-]>CS(C)=O.O>[CH3:1][O:2][C:3]1[CH:8]=[CH:7][CH:6]=[C:5]([O:9][CH3:10])[C:4]=1[CH:11]1[N:12]([CH2:23][C:24]2[CH:29]=[CH:28][C:27]([O:30][C:31]([F:32])([F:33])[F:34])=[CH:26][CH:25]=2)[C:13](=[O:22])[C:14](=[O:21])[CH2:15]1 |f:1.2|. Reported procedure: A mixture of ethyl 2-(2,6-dimethoxyphenyl)-4,5-dioxo-1-(4-(trifluoromethoxy)-benzyl)pyrrolidine-3-carboxylate (11.400 g; 23.68 mmol) and NaCl (2.767 g; 47.36 mmol) in DMSO (111 ml) and water (37 ml) was refluxed, under nitrogen, for 3 h. After cooling to rt, water (150 ml) was added, and the mixture was extracted with AcOEt (3×150 ml). The mixed organic layers were washed with brine (50 ml), dried over anh. MgSO4, filtered, and concentrated to dryness under reduced pressure. Addition of Et2O and... Starting materials: C(C1=CC=NC=C1)(=S)N (thioisonicotinamide), ClC(C(=O)OCC)C(=O)C (ethyl 2-chloroacetoacetate). Solvent: C(C)O (ethanol). The product is CC=1N=C(SC1C(=O)OCC)C1=CC=NC=C1 (Ethyl 4-methyl-2-(4-pyridyl)thiazole-5-carboxylate). Yield: 40.3%. RXN SMILES: [C:1]([NH2:9])(=[S:8])[C:2]1[CH:7]=[CH:6][N:5]=[CH:4][CH:3]=1.Cl[CH:11]([C:17]([CH3:19])=O)[C:12]([O:14][CH2:15][CH3:16])=[O:13]>C(O)C>[CH3:19][C:17]1[N:9]=[C:1]([C:2]2[CH:7]=[CH:6][N:5]=[CH:4][CH:3]=2)[S:8][C:11]=1[C:12]([O:14][CH2:15][CH3:16])=[O:13]. Procedure details: A mixture of thioisonicotinamide (2.76 g) and ethyl 2-chloroacetoacetate (3.6 g) in ethanol (30 ml) was heated for 20 hours under reflux and the solvent was evaporated. To the residue was added saturated sodium hydrogen carbonate solution, and the solution was extracted with ethyl acetate. The extract was washed with water, dried and concentrated. The residue was subjected to silica gel chromatography, and eluted with hexane-ethyl acetate (2:1) to give the title compound as crystals (2.0 g, 40.3... The reactants are O=C([O-])[O-], CCC(C)=O, Clc1cccc(CBr)c1, [K+], [K+], O=C1Cc2ccc(O)cc2CCN1. The product is O=C1Cc2ccc(OCc3cccc(Cl)c3)cc2CCN1. Reaction SMILES: [C:23](=[O:24])([O-:25])[O-:26].[CH3:29][C:30](=[O:31])[CH2:32][CH3:33].[Cl:14][c:15]1[cH:16][c:17]([CH2:18][Br:19])[cH:20][cH:21][cH:22]1.[K+:27].[K+:28].[OH:1][c:2]1[cH:3][c:4]2[c:5]([cH:12][cH:13]1)[CH2:6][C:7](=[O:11])[NH:8][CH2:9][CH2:10]2>>[O:1]([c:2]1[cH:3][c:4]2[c:5]([cH:12][cH:13]1)[CH2:6][C:7](=[O:11])[NH:8][CH2:9][CH2:10]2)[CH2:18][c:17]1[cH:16][c:15]([Cl:14])[cH:22][cH:21][cH:20]1. Starting materials: N1C=C(C2=CC=CC=C12)CC(C(=O)NCC(C=CC(=O)OC)C1=CC=CC=C1)(NC(=O)OC1C2CC3CC(CC1C3)C2)C (Methyl 5-[[3-(1H-indol-3-yl)-2-methyl-1-oxo-2-[[(tricyclo[3.3.1.13,7 ]dec-2-yloxy]carbonyl]amino]propyl]amino]-4-phenyl-2-pentenoate). Reagents/catalysts: [Pd] (palladium on charcoal). Solvent: C(C)O (ethanol). The product is N1C=C(C2=CC=CC=C12)CC(C(=O)NCC(CCC(=O)OC)C1=CC=CC=C1)(NC(=O)OC1C2CC3CC(CC1C3)C2)C (Methyl γ-[[[3-(1H-indol-3-yl)-2-methyl-1-oxo-2-[[(tricyclo[3.3.1.13,7 ]dec-2-yloxy)carbonyl]amino]propyl]amino]methyl]benzenebutanoate). Yield: 95.0%. RXN SMILES: [NH:1]1[C:9]2[C:4](=[CH:5][CH:6]=[CH:7][CH:8]=2)[C:3]([CH2:10][C:11]([CH3:43])([NH:29][C:30]([O:32][CH:33]2[CH:40]3[CH2:41][CH:36]4[CH2:37][CH:38]([CH2:42][CH:34]2[CH2:35]4)[CH2:39]3)=[O:31])[C:12]([NH:14][CH2:15][CH:16]([C:23]2[CH:28]=[CH:27][CH:26]=[CH:25][CH:24]=2)[CH:17]=[CH:18][C:19]([O:21][CH3:22])=[O:20])=[O:13])=[CH:2]1>[Pd].C(O)C>[NH:1]1[C:9]2[C:4](=[CH:5][CH:6]=[CH:7][CH:8]=2)[C:3]([CH2:10][C:11]([CH3:43])([NH:29][C:30]([O:32][CH:33]2[CH:40]3[CH2:39][CH:38]4[CH2:37][CH:36]([CH2:35][CH:34]2[CH2:42]4)[CH2:41]3)=[O:31])[C:12]([NH:14][CH2:15][CH:16]([C:23]2[CH:24]=[CH:25][CH:26]=[CH:27][CH:28]=2)[CH2:17][CH2:18][C:19]([O:21][CH3:22])=[O:20])=[O:13])=[CH:2]1. Procedure details: The ester from Step 3 (0.228 g, 0.39 mmol) wa hydrogenated over 10% palladium on charcoal in absolute ethanol (50 mL) under an atmosphere of hydrogen at 45 psi and 30° C. for 7 hours. The catalyst was filtered and the solvent removed in vacuo, giving the product (0.217 g, 95%) as a white solid, mp 69°-76° C.; IR (film) 1714 and 1660 cm-1 ; NMR (CDCl3) 1.48-1.93 (19H, m), 2.11.varies.2.17 (2H, m), 2.50-2.68 (1H, m), 3.14-3.65 (7H, m), 4.74 (1H, s), 5.11 (1H, bs), 6.00-6.13 (1H, m), 6.90-6.99 (3H,... Reactants: C([O-])([O-])=O.[K+].[K+] (potassium carbonate), [I-].[Na+] (sodium iodide), N1CCCC1 (pyrrolidine), BrCCCOC1=C(C=CC=C1)CC(=O)OCC1=CC=CC=C1 (benzyl [2-(3-bromopropoxy)phenyl)acetate). Solvent: C(C)#N (acetonitrile), O (water), ClCCl (dichloromethane). Reaction conditions: temperature 90 celsius. Product: N1(CCCC1)CCCOC1=C(C=CC=C1)CC(=O)OCC1=CC=CC=C1 (benzyl {2-[3-(1-pyrrolidinyl)propoxy]phenyl}acetate). Reaction SMILES: C(=O)([O-])[O-].[K+].[K+].[I-].[Na+].[NH:9]1[CH2:13][CH2:12][CH2:11][CH2:10]1.Br[CH2:15][CH2:16][CH2:17][O:18][C:19]1[CH:24]=[CH:23][CH:22]=[CH:21][C:20]=1[CH2:25][C:26]([O:28][CH2:29][C:30]1[CH:35]=[CH:34][CH:33]=[CH:32][CH:31]=1)=[O:27]>C(#N)C.ClCCl.O>[N:9]1([CH2:15][CH2:16][CH2:17][O:18][C:19]2[CH:24]=[CH:23][CH:22]=[CH:21][C:20]=2[CH2:25][C:26]([O:28][CH2:29][C:30]2[CH:35]=[CH:34][CH:33]=[CH:32][CH:31]=2)=[O:27])[CH2:13][CH2:12][CH2:11][CH2:10]1 |f:0.1.2,3.4|. Procedure details: 2.06 g of potassium carbonate, 0.5 g of sodium iodide and 1.25 cm3 of pyrrolidine are added to a solution [lacuna] 5.3 g of benzyl [2-(3-bromopropoxy)phenyl)acetate in 100 cm3 of acetonitrile. The mixture is heated at 90° C. for 3 hours and then cooled to room temperature, 50 cm3 of water are added, and the mixture is then diluted with 50 cm3 of dichloromethane. The organic phase is separated off, washed with water and then dried over magnesium sulphate and concentrated to dryness under reduced ...